From a dataset of the Open Reaction Database (ORD), a public repository of structured organic reaction records. describe an organic reaction: reactants, conditions, products, and yield Starting materials: CCOCC, FC(F)(F)c1ccc2ccnc(Cl)c2c1, [K+], [OH-], Oc1ccccc1. Yields the product FC(F)(F)c1ccc2ccnc(Oc3ccccc3)c2c1. Reaction SMILES: [CH3:25][CH2:26][O:27][CH2:28][CH3:29].[Cl:1][c:2]1[n:3][cH:4][cH:5][c:6]2[cH:7][cH:8][c:9]([C:12]([F:13])([F:14])[F:15])[cH:10][c:11]12.[K+:17].[OH-:16].[OH:18][c:19]1[cH:20][cH:21][cH:22][cH:23][cH:24]1>>[c:2]1([O:18][c:19]2[cH:20][cH:21][cH:22][cH:23][cH:24]2)[n:3][cH:4][cH:5][c:6]2[cH:7][cH:8][c:9]([C:12]([F:13])([F:14])[F:15])[cH:10][c:11]12. Starting materials: CN1C(=O)C(C)(C)Nc2ccc(Br)c(CCl)c21, O=C([O-])[O-], CCOCC, COc1ccccc1N, CCOC(C)=O, CN(C)C=O, [K+], [K+]. Yields the product COc1ccccc1NCc1c(Br)ccc2c1N(C)C(=O)C(C)(C)N2. Reaction SMILES: [Br:1][c:2]1[cH:3][cH:4][c:5]2[c:10]([c:11]1[CH2:12][Cl:13])[N:9]([CH3:14])[C:8](=[O:15])[C:7]([CH3:16])([CH3:17])[NH:6]2.[C:27](=[O:28])([O-:29])[O-:30].[CH2:44]([O:45][CH2:46][CH3:47])[CH3:48].[CH3:18][O:19][c:20]1[c:21]([NH2:22])[cH:23][cH:24][cH:25][cH:26]1.[CH3:33][CH2:34][O:35][C:36](=[O:37])[CH3:38].[CH3:39][N:40]([CH3:41])[CH:42]=[O:43].[K+:31].[K+:32]>>[Br:1][c:2]1[cH:3][cH:4][c:5]2[c:10]([c:11]1[CH2:12][NH:22][c:21]1[c:20]([O:19][CH3:18])[cH:26][cH:25][cH:24][cH:23]1)[N:9]([CH3:14])[C:8](=[O:15])[C:7]([CH3:16])([CH3:17])[NH:6]2. Reactants: CC(=CCC1C(N(N(C1=O)C1=CC=CC=C1)C1=CC=CC=C1)=O)C (4-(3-methyl-2-butenyl)-1,2-diphenyl-3,5-dioxopyrazolidine), [OH-].[Na+] (sodium hydroxide), O.O.O.O.O.O.O.O.O.O.O.O.P(=O)(O)([O-])[O-].[Na+].[Na+] (disodium hydrogen phosphate dodecahydrate). Solvent: O (water), O (water). Yields the product C1(=CC=CC=C1)N(NC1=CC=CC=C1)C(C(C(=O)O)CC=C(C)C)=O (2-(3-methyl-2-butenyl)propanedioic acid mono(1,2-diphenylhydrazide)). RXN SMILES: [CH3:1][C:2]([CH3:24])=[CH:3][CH2:4][CH:5]1[C:9](=[O:10])[N:8]([C:11]2[CH:16]=[CH:15][CH:14]=[CH:13][CH:12]=2)[N:7]([C:17]2[CH:22]=[CH:21][CH:20]=[CH:19][CH:18]=2)[C:6]1=[O:23].[OH-].[Na+].O.O.O.O.O.O.O.O.O.O.O.O.P([O-])([O-])(O)=[O:40].[Na+].[Na+]>O>[C:11]1([N:8]([C:9](=[O:10])[CH:5]([CH2:4][CH:3]=[C:2]([CH3:24])[CH3:1])[C:6]([OH:23])=[O:40])[NH:7][C:17]2[CH:22]=[CH:21][CH:20]=[CH:19][CH:18]=2)[CH:16]=[CH:15][CH:14]=[CH:13][CH:12]=1 |f:1.2,3.4.5.6.7.8.9.10.11.12.13.14.15.16.17|. Procedure details: 103.8 gm (0.324 mol) of 4-(3-methyl-2-butenyl)-1,2-diphenyl-3,5-dioxopyrazolidine were dissolved in a solution of 12.96 gm (0.324 mol) of sodium hydroxide pellets and 57.3 gm (0.16 mol) of disodium hydrogen phosphate dodecahydrate in 400 ml of water. The reaction mixture was heated for 30 hours in an atmosphere of nitrogen, then cooled, diluted with 600 ml of water, and filtered. The filtered solution was neutralized (pH 7 to 7.5) with 2 N hydrochloric acid and extracted several times with chlor... The reactants are BrC=1C=C(C=O)C=C(C1OCC1=CC=C(C=C1)OC)Br (3,5-Dibromo-4-(4-methoxybenzyloxy)benzaldehyde), C(=C)[Mg]Br (vinylmagnesium bromide). The solvent is C1CCOC1 (THF). Conditions: time 65 minute. Product: BrC=1C=C(C=C(C1OCC1=CC=C(C=C1)OC)Br)C(C=C)O (1-(3,5-Dibromo-4-(4-methoxybenzyloxy)phenyl)prop-2-en-1-ol). Isolated yield 75.3%. As a reaction SMILES: [Br:1][C:2]1[CH:3]=[C:4]([CH:7]=[C:8]([Br:20])[C:9]=1[O:10][CH2:11][C:12]1[CH:17]=[CH:16][C:15]([O:18][CH3:19])=[CH:14][CH:13]=1)[CH:5]=[O:6].[CH:21]([Mg]Br)=[CH2:22]>C1COCC1>[Br:1][C:2]1[CH:3]=[C:4]([CH:5]([OH:6])[CH:21]=[CH2:22])[CH:7]=[C:8]([Br:20])[C:9]=1[O:10][CH2:11][C:12]1[CH:17]=[CH:16][C:15]([O:18][CH3:19])=[CH:14][CH:13]=1. Procedure: To a stirred solution of 3,5-dibromo-4-(4-methoxybenzyloxy)benzaldehyde (C) (3.04 g, 7.60 mmol) in anhydrous THF (40 mL) under nitrogen, cooled to −76° C., was added dropwise over 15 min vinylmagnesium bromide (1.0 M solution in THF, 11.4 mL, 11.4 mmol), keeping the internal temperature below −70° C. The mixture was stirred at <−70° C. for 65 min, and then quenched with saturated aqueous ammonium chloride solution (6 mL). The stirred mixture was allowed to warm to room temperature, and then part... Reactants: C(C)C1=C(C=CC(=C1)C(NO)=N)NC(C)=O (N-[2-ethyl-4-(N-hydroxycarbamimidoyl)-phenyl]-acetamide), C(C)N(C=1C=C(C(=O)O)C=C(N1)C)CC (2-diethylamino-6-methyl-isonicotinic acid). Product: C(C)N(C1=NC(=CC(=C1)C1=NC(=NO1)C1=CC(=C(C=C1)NC(C)=O)CC)C)CC (N-{4-[5-(2-Diethylamino-6-methyl-pyridin-4-yl)-[1,2,4]oxadiazol-3-yl]-2-ethyl-phenyl}-acetamide). As a reaction SMILES: [CH2:1]([C:3]1[CH:8]=[C:7]([C:9](=[NH:12])[NH:10][OH:11])[CH:6]=[CH:5][C:4]=1[NH:13][C:14](=[O:16])[CH3:15])[CH3:2].[CH2:17]([N:19]([CH2:30][CH3:31])[C:20]1[CH:21]=[C:22]([CH:26]=[C:27]([CH3:29])[N:28]=1)[C:23](O)=O)[CH3:18]>>[CH2:30]([N:19]([CH2:17][CH3:18])[C:20]1[CH:21]=[C:22]([C:23]2[O:11][N:10]=[C:9]([C:7]3[CH:6]=[CH:5][C:4]([NH:13][C:14](=[O:16])[CH3:15])=[C:3]([CH2:1][CH3:2])[CH:8]=3)[N:12]=2)[CH:26]=[C:27]([CH3:29])[N:28]=1)[CH3:31]. Procedure: The title compound is prepared in analogy to Example 5 starting from N-[2-ethyl-4-(N-hydroxycarbamimidoyl)-phenyl]-acetamide and 2-diethylamino-6-methyl-isonicotinic acid; LC-MS: tR=0.81 min, [M+1]+=394.15; 1H NMR (CDCl3): δ 1.25 (t, J=7.0 Hz, 6H), 1.36 (t, J=7.3 Hz, 3H), 2.28 (s, 3H), 2.50 (s, 3H), 2.73 (q, J=7.3 Hz, 2H), 3.63 (q, J=6.8 Hz, 4H), 7.01 (s, 1H), 7.08-7.16 (m, 2H), 8.03-8.09 (m, 2H), 8.13-8.21 (m, 1H). Reactants: C(C)(=O)[O-].[NH4+] (ammonium acetate), C(C)(C)(C)OC(=O)N1[C@@H](C[C@@H](C1)OC)C(=O)O ((2S,4S)-4-methoxy-pyrrolidine-1,2-dicarboxylic acid 1-tert-butyl ester), BrC1=CC=C(C(CBr)=O)C=C1 (p-bromophenacyl bromide), C(C)(C)N(C(C)C)CC (N,N-diisopropylethylamine). The solvent is C(Cl)Cl (DCM). Run at temperature 35 celsius, time 3 hour. Yields the product C(C)(C)(C)OC(=O)N1[C@@H](C[C@@H](C1)OC)C=1NC(=CN1)C1=CC=C(C=C1)Br ((2S,4S)-2-[5-(4-Bromo-phenyl)-1H-imidazol-2-yl]-4-methoxy-pyrrolidine-1-carboxylic acid tert-butyl ester). The yield is 96.1%. RXN SMILES: [C:1]([O:5][C:6]([N:8]1[CH2:12][C@@H:11]([O:13][CH3:14])[CH2:10][C@H:9]1[C:15](O)=O)=[O:7])([CH3:4])([CH3:3])[CH3:2].[Br:18][C:19]1[CH:28]=[CH:27]C(C(=O)CBr)=[CH:21][CH:20]=1.C([N:32](CC)[CH:33]([CH3:35])[CH3:34])(C)C.C([O-])(=O)C.[NH4+:42]>C(Cl)Cl>[C:1]([O:5][C:6]([N:8]1[CH2:12][C@@H:11]([O:13][CH3:14])[CH2:10][C@H:9]1[C:15]1[NH:32][C:33]([C:34]2[CH:27]=[CH:28][C:19]([Br:18])=[CH:20][CH:21]=2)=[CH:35][N:42]=1)=[O:7])([CH3:2])([CH3:3])[CH3:4] |f:3.4|. Procedure details: To a solution of (2S,4S)-4-methoxy-pyrrolidine-1,2-dicarboxylic acid 1-tert-butyl ester (900 mg, 3.67 mmol), and p-bromophenacyl bromide (1.02 g, 3.67 mmol) in DCM (20 mL) under nitrogen, was added N,N-diisopropylethylamine (1.92 mL, 11.01 mmol). The resulting mixture was stirred at 35° C. for 3 h and concentrated under vacuum. The crude intermediate was dissolved in toluene (150 mL), ammonium acetate (5.66 g, 73.4 mmol) was added, and the resulting mixture was stirred at 95° C. overnight, coole... Starting materials: C(CC1=CC=CC=C1)[C@@H]1NCCNC1 ((S)-2-phenethyl-piperazine), C1(CCCC1)C1=NC=2C(NC3=C(NC2S1)C=CC=C3)=S (2-cyclopentyl-4,9-dihydro-3-thia-1,4,9-triaza-benzo{f}azulene-10-thione). The solvent is N1=CC=CC=C1 (pyridine). Yields the product C1(CCCC1)C1=NC=2C(=NC3=C(NC2S1)C=CC=C3)N3C[C@@H](NCC3)CCC3=CC=CC=C3 ((S)-2-Cyclopentyl-10-(3-phenethyl-piperazin-1-yl)-4H-3-thia-1,4,9-triaza-benzo[f]azulene). Isolated yield 38.6%. As a reaction SMILES: [CH2:1]([C@H:9]1[CH2:14][NH:13][CH2:12][CH2:11][NH:10]1)[CH2:2][C:3]1[CH:8]=[CH:7][CH:6]=[CH:5][CH:4]=1.[CH:15]1([C:20]2[S:29][C:28]3[NH:27][C:26]4[CH:30]=[CH:31][CH:32]=[CH:33][C:25]=4[NH:24][C:23](=S)[C:22]=3[N:21]=2)[CH2:19][CH2:18][CH2:17][CH2:16]1>N1C=CC=CC=1>[CH:15]1([C:20]2[S:29][C:28]3[NH:27][C:26]4[CH:30]=[CH:31][CH:32]=[CH:33][C:25]=4[N:24]=[C:23]([N:13]4[CH2:12][CH2:11][NH:10][C@@H:9]([CH2:1][CH2:2][C:3]5[CH:4]=[CH:5][CH:6]=[CH:7][CH:8]=5)[CH2:14]4)[C:22]=3[N:21]=2)[CH2:16][CH2:17][CH2:18][CH2:19]1. Reported procedure: Combine (S)-2-phenethyl-piperazine (0.537 g, 3.0 mmol) and 2-cyclopentyl-4,9-dihydro-3-thia-1,4,9-triaza-benzo{f}azulene-10-thione (0.451 g, 1.5 mmol) in 10 ml of pyridine, and heat to 85° C. for 20 hour. Cool to room temperature, remove pyridine, the residue purify on silica gel using 2N ammonia in methanol/dichloromethane (1:10) as the eluent to give 265 mg of title compound as yellow solid. Mass spectrum (electrospray) (m/e): C27H31N5S, Cacl. Mass: 457.2; Found: 458.3 (M+1); 1H NMR (400 MHz, ... The reactants are N1(CCCC1)CC1=CC=C(C=C1)CC#N ((4-pyrrolidin-1-ylmethyl-phenyl)-acetonitrile), [H][H] (hydrogen). Reagents/catalysts: [Ni] (Raney nickel). Solvent: N (ammonia). Product: N1(CCCC1)CC1=CC=C(C=C1)CCN (2-(4-pyrrolidin-1-ylmethyl-phenyl)-ethylamine). RXN SMILES: [N:1]1([CH2:6][C:7]2[CH:12]=[CH:11][C:10]([CH2:13][C:14]#[N:15])=[CH:9][CH:8]=2)[CH2:5][CH2:4][CH2:3][CH2:2]1.[H][H]>[Ni].N>[N:1]1([CH2:6][C:7]2[CH:12]=[CH:11][C:10]([CH2:13][CH2:14][NH2:15])=[CH:9][CH:8]=2)[CH2:5][CH2:4][CH2:3][CH2:2]1. Procedure details: A reaction mixture of 0.73 g (3.66 mmol) of (4-pyrrolidin-1-ylmethyl-phenyl)-acetonitrile and 0.1 g Raney nickel in 25 mL of methanolic ammonia solution is hydrogenated for 9 hours at 50° C. under 3 bar hydrogen. Reactants: O=[N+]([O-])c1oc2ccc(CBr)cc2c1-c1ccccc1, CCO, CS, [H-], [Na+], O. Yields the product CSCc1ccc2oc([N+](=O)[O-])c(-c3ccccc3)c2c1. Reaction SMILES: [Br:8][CH2:9][c:10]1[cH:11][cH:12][c:13]2[c:14]([c:15](-[c:21]3[cH:22][cH:23][cH:24][cH:25][cH:26]3)[c:16]([N+:18](=[O:19])[O-:20])[o:17]2)[cH:27]1.[CH3:3][CH2:4][OH:5].[CH3:6][SH:7].[H-:1].[Na+:2].[OH2:28]>>[CH3:6][S:7][CH2:9][c:10]1[cH:11][cH:12][c:13]2[c:14]([c:15](-[c:21]3[cH:22][cH:23][cH:24][cH:25][cH:26]3)[c:16]([N+:18](=[O:19])[O-:20])[o:17]2)[cH:27]1. Starting materials: CCC1C(=O)N(S(=O)(=O)c2ccccc2C)C1CO, CCN(CC)S(F)(F)F, ClCCl. Yields the product CCC1C(=O)N(S(=O)(=O)c2ccccc2C)C1CF. Reaction SMILES: [CH2:1]([CH3:2])[CH:3]1[C:4](=[O:19])[N:5]([S:9](=[O:10])(=[O:11])[c:12]2[c:13]([CH3:18])[cH:14][cH:15][cH:16][cH:17]2)[CH:6]1[CH2:7][OH:8].[CH2:20]([N:21]([S:22]([F:23])([F:24])[F:26])[CH2:25][CH3:27])[CH3:28].[Cl:29][CH2:30][Cl:31]>>[CH2:1]([CH3:2])[CH:3]1[C:4](=[O:19])[N:5]([S:9](=[O:10])(=[O:11])[c:12]2[c:13]([CH3:18])[cH:14][cH:15][cH:16][cH:17]2)[CH:6]1[CH2:7][F:26].